Task: describe an organic reaction: reactants, conditions, products, and yield. Dataset: the Open Reaction Database (ORD), a public repository of structured organic reaction records The reactants are CCNC(=O)NC(Cc1ccc(OC)cc1)C(=O)N1CCCC1C(=O)O, CC(=O)NC(Cc1ccc(-c2ccccc2)cc1)C(=O)N1CCCC1C(=O)NCc1ccc2c(N)nccc2c1. Product: CCNC(=O)NC(Cc1ccc(OC)cc1)C(=O)N1CCCC1C(=O)NCc1ccc2c(N)nccc2c1. As a reaction SMILES: [CH2:41]([CH3:42])[NH:43][C:44]([NH:45][CH:46]([C:47](=[O:48])[N:49]1[CH:50]([C:54](=[O:55])[OH:56])[CH2:51][CH2:52][CH2:53]1)[CH2:57][c:58]1[cH:59][cH:60][c:61]([O:64][CH3:65])[cH:62][cH:63]1)=[O:66].[NH2:1][c:2]1[n:3][cH:4][cH:5][c:6]2[cH:7][c:8]([CH2:12][NH:13][C:14]([CH:15]3[CH2:16][CH2:17][CH2:18][N:19]3[C:20](=[O:21])[CH:22]([NH:23][C:24](=[O:25])[CH3:26])[CH2:27][c:28]3[cH:29][cH:30][c:31](-[c:32]4[cH:33][cH:34][cH:35][cH:36][cH:37]4)[cH:38][cH:39]3)=[O:40])[cH:9][cH:10][c:11]12>>[NH2:1][c:2]1[n:3][cH:4][cH:5][c:6]2[cH:7][c:8]([CH2:12][NH:13][C:54]([CH:50]3[N:49]([C:47]([CH:46]([NH:45][C:44]([NH:43][CH2:41][CH3:42])=[O:66])[CH2:57][c:58]4[cH:59][cH:60][c:61]([O:64][CH3:65])[cH:62][cH:63]4)=[O:48])[CH2:53][CH2:52][CH2:51]3)=[O:55])[cH:9][cH:10][c:11]12. Starting materials: BrC1=C(C=CC=C1)CC(=O)O (2-bromophenylacetic acid), ClC=1C=C(N)C=C(C1Cl)Cl (3,4,5-trichloroaniline). Yields the product ClC=1C=C(C=C(C1Cl)Cl)NC1=C(C=CC=C1)CC(=O)O (2-[(3,4,5-trichlorophenyl)amino]phenylacetic acid). As a reaction SMILES: Br[C:2]1[CH:7]=[CH:6][CH:5]=[CH:4][C:3]=1[CH2:8][C:9]([OH:11])=[O:10].[Cl:12][C:13]1[CH:14]=[C:15]([CH:17]=[C:18]([Cl:21])[C:19]=1[Cl:20])[NH2:16]>>[Cl:12][C:13]1[CH:14]=[C:15]([NH:16][C:2]2[CH:7]=[CH:6][CH:5]=[CH:4][C:3]=2[CH2:8][C:9]([OH:11])=[O:10])[CH:17]=[C:18]([Cl:21])[C:19]=1[Cl:20]. Procedure: In the manner described in example 3, 2-bromophenylacetic acid is condensed with 3,4,5-trichloroaniline to yield 2-[(3,4,5-trichlorophenyl)amino]phenylacetic acid. Reactants: COc1cc2c(cc1OC)CN(C(=O)C1CCN(C(=O)OC(C)(C)C)CC1)CC2, CCOCC, CCOC(C)=O, Cl. Yields the product Cl, COc1cc2c(cc1OC)CN(C(=O)C1CCNCC1)CC2. RXN SMILES: [C:2]([O:3][C:4](=[O:5])[N:9]1[CH2:10][CH2:11][CH:12]([C:15](=[O:16])[N:17]2[CH2:18][c:19]3[cH:20][c:21]([O:29][CH3:30])[c:22]([O:27][CH3:28])[cH:23][c:24]3[CH2:25][CH2:26]2)[CH2:13][CH2:14]1)([CH3:6])([CH3:7])[CH3:8].[CH3:31][CH2:32][O:33][CH2:34][CH3:35].[CH3:36][CH2:37][O:38][C:39](=[O:40])[CH3:41].[ClH:1]>>[ClH:1].[NH:9]1[CH2:10][CH2:11][CH:12]([C:15](=[O:16])[N:17]2[CH2:18][c:19]3[cH:20][c:21]([O:29][CH3:30])[c:22]([O:27][CH3:28])[cH:23][c:24]3[CH2:25][CH2:26]2)[CH2:13][CH2:14]1. The reactants are BrBr (bromine), C1(=CC=CC=C1)CC(=O)C1=CC=C(C=C1)SC (2-phenyl-1-(4-methylthiophenyl)ethanone). The solvent is C(Cl)Cl (methylene chloride), C(Cl)Cl (methylene chloride), CCOCC (ether). Conditions: time 30 minute. The product is BrC(C(=O)C1=CC=C(C=C1)SC)C1=CC=CC=C1 (2-bromo-2-phenyl-1-(4-methylthiophenyl)ethanone). Isolated yield 94.2%. As a reaction SMILES: [C:1]1([CH2:7][C:8]([C:10]2[CH:15]=[CH:14][C:13]([S:16][CH3:17])=[CH:12][CH:11]=2)=[O:9])[CH:6]=[CH:5][CH:4]=[CH:3][CH:2]=1.[Br:18]Br>C(Cl)Cl.CCOCC>[Br:18][CH:7]([C:1]1[CH:2]=[CH:3][CH:4]=[CH:5][CH:6]=1)[C:8]([C:10]1[CH:11]=[CH:12][C:13]([S:16][CH3:17])=[CH:14][CH:15]=1)=[O:9]. Procedure: To a suspension of 30 g (0.12 mole) of 2-phenyl-1-(4-methylthiophenyl)ethanone in 45 ml of methylene chloride and 450 ml of ether was added dropwise a solution of 20.8 g (0.13 mole) of bromine in 65 ml of methylene chloride. The reaction mixture decolorized and became slightly exothermic. After stirring an additional 30 minutes, the reaction mixture was concentrated under vacuum. The crystalline product was collected by filtration and washed with hexane to give 36.3 g (91.5%) of 2-bromo-2-phenyl... Starting materials: CN=C=O (methyl isocyanate), C1CCCCC12NC1(CCCCC1)NC2=S (7,14-diazadispiro[5.1.5.2]pentadecane-15-thione), CN=C=O (methyl isocyanate), N12CCN(CC1)CC2 (1,4-diazabicyclo[2.2.2]octane). Run in C1=CC=CC=C1 (benzene). Yields the product CNC(=O)N1C2(NC3(CCCCC3)C1=S)CCCCC2 (14-methylcarbamoyl-7,14-diazadispiro[5.1.5.2]pentadecane-15-thione). RXN SMILES: [CH2:1]1[C:6]2([C:15](=[S:16])[NH:14][C:8]3([CH2:13][CH2:12][CH2:11][CH2:10][CH2:9]3)[NH:7]2)[CH2:5][CH2:4][CH2:3][CH2:2]1.[CH3:17][N:18]=[C:19]=[O:20].N12CCN(CC1)CC2>C1C=CC=CC=1>[CH3:17][NH:18][C:19]([N:14]1[C:15](=[S:16])[C:6]2([CH2:1][CH2:2][CH2:3][CH2:4][CH2:5]2)[NH:7][C:8]21[CH2:13][CH2:12][CH2:11][CH2:10][CH2:9]2)=[O:20]. Reported procedure: 4.8 Parts of 7,14-diazadispiro[5.1.5.2]pentadecane-15-thione, 2.28 parts of methyl isocyanate and a trace of 1,4-diazabicyclo[2.2.2]octane in 100 parts of dry benzene were heated at reflux for 4 days. A further 2.28 parts of methyl isocyanate were added and the solution again heated at reflux for 16 hours. The solvent was then evaporated in vacuo and the residue was crystallised twice from ethyl acetate to give 14-methylcarbamoyl-7,14-diazadispiro[5.1.5.2]pentadecane-15-thione as a colourless so... Starting materials: C(C)(=O)OCC (Ethyl acetate), N,N′-Carbonyldiimidazole, N12CCCCCC2=NCCC1 (1,8-diazabicyclo[5.4.0]undec-7-ene), OCCO[C@H]1CC[C@H](CC1)N1C=2N(C(=C(C1=O)CC1=CC=C(C=C1)C=1C(=CC=CC1)C#N)CCC)N=C(N2)C (4′-({4-[cis-4-(2-hydroxyethoxy)cyclohexyl]-2-methyl-5-oxo-7-propyl-4,5-dihydro[1,2,4]triazolo[1,5-a]pyrimidin-6-yl}methyl)biphenyl-2-carbonitrile), N1=C(C=CC=C1C)C (2,6-lutidine), FC(S(=O)(=O)O[Si](C)(C)C(C)(C)C)(F)F (tert-butyl(dimethyl)silyl trifluoromethanesulfonate), Cl (hydrochloric acid), Cl (hydrochloric acid). Run in O (water), O1CCCC1 (tetrahydrofuran), O1CCCC1 (tetrahydrofuran). Run at time 1.5 hour. The product is OCCO[C@H]1CC[C@H](CC1)N1C=2N(C(=C(C1=O)CC1=CC=C(C=C1)C1=C(C=CC=C1)C1=NOC(N1)=O)CCC)N=C(N2)C (4-[cis-4-(2-hydroxyethoxy)cyclohexyl]-2-methyl-6-{[2′-(5-oxo-4,5-dihydro-1,2,4-oxadiazol-3-yl)biphenyl-4-yl]methyl}-7-propyl[1,2,4]triazolo[1,5-a]pyrimidin-5(4H)-one). The yield is 10.0%. Reaction SMILES: [OH:1][CH2:2][CH2:3][O:4][C@@H:5]1[CH2:10][CH2:9][C@H:8]([N:11]2[C:16](=[O:17])[C:15]([CH2:18][C:19]3[CH:24]=[CH:23][C:22]([C:25]4[C:26]([C:31]#[N:32])=[CH:27][CH:28]=[CH:29][CH:30]=4)=[CH:21][CH:20]=3)=[C:14]([CH2:33][CH2:34][CH3:35])[N:13]3[N:36]=[C:37]([CH3:39])[N:38]=[C:12]23)[CH2:7][CH2:6]1.[N:40]1C(C)=CC=CC=1C.FC(F)(F)S(O[Si](C(C)(C)C)(C)C)(=O)=O.Cl.N12CCCN=C1CCCCC2.[C:75]([O:78]CC)(=[O:77])C>O1CCCC1.O>[OH:1][CH2:2][CH2:3][O:4][C@@H:5]1[CH2:10][CH2:9][C@H:8]([N:11]2[C:16](=[O:17])[C:15]([CH2:18][C:19]3[CH:24]=[CH:23][C:22]([C:25]4[CH:30]=[CH:29][CH:28]=[CH:27][C:26]=4[C:31]4[NH:40][C:75](=[O:77])[O:78][N:32]=4)=[CH:21][CH:20]=3)=[C:14]([CH2:33][CH2:34][CH3:35])[N:13]3[N:36]=[C:37]([CH3:39])[N:38]=[C:12]23)[CH2:7][CH2:6]1. Procedure details: A mixture of 4′-({4-[cis-4-(2-hydroxyethoxy)cyclohexyl]-2-methyl-5-oxo-7-propyl-4,5-dihydro[1,2,4]triazolo[1,5-a]pyrimidin-6-yl}methyl)biphenyl-2-carbonitrile (0.44 g), 2,6-lutidine (0.15 mL), tert-butyl(dimethyl)silyl trifluoromethanesulfonate (0.29 mL) and tetrahydrofuran (5 mL) was stirred at room temperature for 1.5 hr. The reaction mixture was added to 1 M hydrochloric acid, and the mixture was extracted with ethyl acetate. The organic layer was washed with saturated brine, and dried over a... Reactants: BrCCCCCCCCC(=O)O (9-Bromo-nonanoic acid), [N-]=[N+]=[N-].[Na+] (sodium azide). Solvent: CN(C)C=O (DMF). Run at temperature 80 celsius, time 8 hour. The product is N(=[N+]=[N-])CCCCCCCCC(=O)O (9-Azido-nonanoic acid). Yield: 83.5%. RXN SMILES: Br[CH2:2][CH2:3][CH2:4][CH2:5][CH2:6][CH2:7][CH2:8][CH2:9][C:10]([OH:12])=[O:11].[N-:13]=[N+:14]=[N-:15].[Na+]>CN(C=O)C>[N:13]([CH2:2][CH2:3][CH2:4][CH2:5][CH2:6][CH2:7][CH2:8][CH2:9][C:10]([OH:12])=[O:11])=[N+:14]=[N-:15] |f:1.2|. Procedure: 9-Bromo-nonanoic acid (3.82 g, 17 mmol) was dissolved in DMF (30 mL) and sodium azide (1.11 g, 17 mmol) was added. The solution was heated to 80° C. and stirred overnight. The reaction was poured onto ice and extracted with DCM (3×200 mL). The combined extracts were washed with water (3×200 mL), brine (200 mL), and dried over MgSO4. The solvent was removed in vacuo to give a clear oil 2.83 g (84% yield); The reactants are Cc1cc(Br)ccc1S(=O)(=O)NCCN1CCOCC1, FC(F)(F)Oc1cccc(Br)c1, O=S(=O)(Cl)Cl. The product is O=S(=O)(NCCN1CCOCC1)c1ccc(Br)cc1OC(F)(F)F. RXN SMILES: [Br:1][c:2]1[cH:3][c:4]([CH3:20])[c:5]([S:8](=[O:9])(=[O:10])[NH:11][CH2:12][CH2:13][N:14]2[CH2:15][CH2:16][O:17][CH2:18][CH2:19]2)[cH:6][cH:7]1.[Br:26][c:27]1[cH:28][cH:29][cH:30][c:31]([O:33][C:34]([F:35])([F:36])[F:37])[cH:32]1.[S:21]([Cl:22])([Cl:23])(=[O:24])=[O:25]>>[Br:1][c:2]1[cH:3][c:4]([O:33][C:34]([F:35])([F:36])[F:37])[c:5]([S:8](=[O:9])(=[O:10])[NH:11][CH2:12][CH2:13][N:14]2[CH2:15][CH2:16][O:17][CH2:18][CH2:19]2)[cH:6][cH:7]1.